From a dataset of the Open Reaction Database (ORD), a public repository of structured organic reaction records. describe an organic reaction: reactants, conditions, products, and yield The reactants are [Cl-].O[NH3+] (hydroxylammonium chloride), C(O)([O-])=O.[Na+] (sodium hydrogen carbonate), CS(=O)C (dimethyl sulfoxide), C(CCC)C=1N=C(N(C(C1CC1=CC=C(C=C1)C=1C(=CC=CC1)C#N)=O)CC=1N=C(SC1)C1=NC=CC=C1)C (4′-({4-butyl-2-methyl-6-oxo-1-[(2-pyridin-2-yl-1,3-thiazol-4-yl)methyl]-1,6-dihydropyrimidin-5-yl}methyl)biphenyl-2-carbonitrile). The solvent is C(C)(=O)OCC (ethyl acetate). Conditions: temperature 40 celsius, time 30 minute. The product is C(CCC)C1=C(C(N(C(=N1)C)CC=1N=C(SC1)C1=NC=CC=C1)=O)CC1=CC=C(C=C1)C1=C(C=CC=C1)C1=NOC(N1)=O (6-butyl-2-methyl-5-{[2′-(5-oxo-4,5-dihydro-1,2,4-oxadiazol-3-yl)biphenyl-4-yl]methyl}-3-[(2-pyridin-2-yl-1,3-thiazol-4-yl)methyl]pyrimidin-4(3H)-one). Yield: 49.5%. RXN SMILES: [Cl-].O[NH3+:3].[C:4](=[O:7])([O-])[OH:5].[Na+].CS(C)=O.[CH2:13]([C:17]1[N:18]=[C:19]([CH3:51])[N:20]([CH2:39][C:40]2[N:41]=[C:42]([C:45]3[CH:50]=[CH:49][CH:48]=[CH:47][N:46]=3)[S:43][CH:44]=2)[C:21](=[O:38])[C:22]=1[CH2:23][C:24]1[CH:29]=[CH:28][C:27]([C:30]2[C:31]([C:36]#[N:37])=[CH:32][CH:33]=[CH:34][CH:35]=2)=[CH:26][CH:25]=1)[CH2:14][CH2:15][CH3:16]>C(OCC)(=O)C>[CH2:13]([C:17]1[N:18]=[C:19]([CH3:51])[N:20]([CH2:39][C:40]2[N:41]=[C:42]([C:45]3[CH:50]=[CH:49][CH:48]=[CH:47][N:46]=3)[S:43][CH:44]=2)[C:21](=[O:38])[C:22]=1[CH2:23][C:24]1[CH:29]=[CH:28][C:27]([C:30]2[CH:35]=[CH:34][CH:33]=[CH:32][C:31]=2[C:36]2[NH:3][C:4](=[O:7])[O:5][N:37]=2)=[CH:26][CH:25]=1)[CH2:14][CH2:15][CH3:16] |f:0.1,2.3|. Reported procedure: A mixture of hydroxylammonium chloride (0.89 g), sodium hydrogen carbonate (1.26 g) and dimethyl sulfoxide (18 mL) was stirred at 40° C. for 30 min, 4′-({4-butyl-2-methyl-6-oxo-1-[(2-pyridin-2-yl-1,3-thiazol-4-yl)methyl]-1,6-dihydropyrimidin-5-yl}methyl)biphenyl-2-carbonitrile (0.80 g) was added, and the mixture was stirred at 90° C. for 16 hr. The reaction mixture was diluted with ethyl acetate, washed with water and then with saturated brine, and dried over anhydrous magnesium sulfate. The sol... Reactants: [Al+3], [H-], [H-], [H-], [H-], [Li+], CC(=O)Nc1cc(CN2CCCC2)c(O)c(CN2CCCC2)c1, [Na+], C1CCOC1, [OH-], O. Product: CCNc1cc(CN2CCCC2)c(O)c(CN2CCCC2)c1. Reaction SMILES: [Al+3:2].[H-:1].[H-:4].[H-:5].[H-:6].[Li+:3].[N:7]1([CH2:12][c:13]2[c:14]([OH:29])[c:15]([CH2:23][N:24]3[CH2:25][CH2:26][CH2:27][CH2:28]3)[cH:16][c:17]([NH:19][C:20]([CH3:21])=[O:22])[cH:18]2)[CH2:8][CH2:9][CH2:10][CH2:11]1.[Na+:32].[O:33]1[CH2:34][CH2:35][CH2:36][CH2:37]1.[OH-:31].[OH2:30]>>[N:7]1([CH2:12][c:13]2[c:14]([OH:29])[c:15]([CH2:23][N:24]3[CH2:25][CH2:26][CH2:27][CH2:28]3)[cH:16][c:17]([NH:19][CH2:20][CH3:21])[cH:18]2)[CH2:8][CH2:9][CH2:10][CH2:11]1.